From a dataset of the Open Reaction Database (ORD), a public repository of structured organic reaction records. describe an organic reaction: reactants, conditions, products, and yield Reactants: [Br-], [Li]CCCC, C[P+](c1ccccc1)(c1ccccc1)c1ccccc1, COc1ccc(-c2nnc(Cl)nc2-c2ccc(OC)cc2)cc1, [Na+], [Na+], O=C([O-])[O-], C1CCOC1, O. The product is COc1ccc(-c2nnc(C)nc2-c2ccc(OC)cc2)cc1. RXN SMILES: [Br-:40].[CH2:6]([Li:7])[CH2:8][CH2:9][CH3:10].[CH3:41][P+:42]([c:43]1[cH:44][cH:45][cH:46][cH:47][cH:48]1)([c:49]1[cH:50][cH:51][cH:52][cH:53][cH:54]1)[c:55]1[cH:56][cH:57][cH:58][cH:59][cH:60]1.[Cl:11][c:12]1[n:13][n:14][c:15](-[c:26]2[cH:27][cH:28][c:29]([O:32][CH3:33])[cH:30][cH:31]2)[c:16](-[c:18]2[cH:19][cH:20][c:21]([O:24][CH3:25])[cH:22][cH:23]2)[n:17]1.[Na+:34].[Na+:35].[O-:36][C:37](=[O:38])[O-:39].[O:1]1[CH2:2][CH2:5][CH2:4][CH2:3]1.[OH2:61]>>[CH3:2][c:12]1[n:13][n:14][c:15](-[c:26]2[cH:27][cH:28][c:29]([O:32][CH3:33])[cH:30][cH:31]2)[c:16](-[c:18]2[cH:19][cH:20][c:21]([O:24][CH3:25])[cH:22][cH:23]2)[n:17]1. The reactants are S(=O)(O)[O-].[Na+] (sodium hydrogensulfite), C1(=CC=C(C=C1)S(=O)(=O)O)C (p-toluenesulfonic acid), OCCOC1=C(C=C(C=O)C=C1C)C (4-(2-hydroxyethoxy)-3,5-dimethyl-benzaldehyde), NC1=C(C(=O)NC2=CC=C(C=C2)Cl)C=CC=C1 (2-amino-N-(4-chloro-phenyl)-benzamide). Run in CN(C(C)=O)C (N,N-dimethylacetamide), O (water). Conditions: temperature 155 celsius. Yields the product ClC1=CC=C(C=C1)N1C(=NC2=CC=CC=C2C1=O)C1=CC(=C(C(=C1)C)OCCO)C (3-(4-chlorophenyl)-2-(4-(2-hydroxyethoxy)-3,5-dimethylphenyl)quinazolin-4(3H)-one). Reaction SMILES: [OH:1][CH2:2][CH2:3][O:4][C:5]1[C:12]([CH3:13])=[CH:11][C:8]([CH:9]=O)=[CH:7][C:6]=1[CH3:14].[NH2:15][C:16]1[CH:31]=[CH:30][CH:29]=[CH:28][C:17]=1[C:18]([NH:20][C:21]1[CH:26]=[CH:25][C:24]([Cl:27])=[CH:23][CH:22]=1)=[O:19].S([O-])(O)=O.[Na+].C1(C)C=CC(S(O)(=O)=O)=CC=1>CN(C)C(=O)C.O>[Cl:27][C:24]1[CH:25]=[CH:26][C:21]([N:20]2[C:18](=[O:19])[C:17]3[C:16](=[CH:31][CH:30]=[CH:29][CH:28]=3)[N:15]=[C:9]2[C:8]2[CH:11]=[C:12]([CH3:13])[C:5]([O:4][CH2:3][CH2:2][OH:1])=[C:6]([CH3:14])[CH:7]=2)=[CH:22][CH:23]=1 |f:2.3|. Procedure details: To a mixture of 4-(2-hydroxyethoxy)-3,5-dimethyl-benzaldehyde (0.420 g, 2.17 mmol) and 2-amino-N-(4-chloro-phenyl)-benzamide (0.500 g, 2.17 mmol) in N,N-dimethylacetamide (5 mL) was added sodium hydrogensulfite (0.350 g, 3.26 mmol) and p-toluenesulfonic acid (0.21 g, 0.11 mmol). The reaction mixture was heated at 155° C. for 14 hours, cooled to room temperature, and diluted with cold water (20 mL), to produce the precipitate. The yellow solid was filtered, washed with cold water, then methanol, ... Starting materials: C(CCCCCCCCCC)C1=NOC(=N1)C=1C=C(C=O)C=CC1 (3-(3-undecyl-1,2,4-oxadiazol-5-yl)benzaldehyde), COC1=C(CN)C=CC=C1 (2-methoxybenzylamine). Product: COC1=C(CNCC2=CC(=CC=C2)C2=NC(=NO2)CCCCCCCCCCC)C=CC=C1 (N-(2-methoxybenzyl)-N-[3-(3-undecyl-1,2,4-oxadiazol-5-yl)benzyl]amine). As a reaction SMILES: [CH2:1]([C:12]1[N:16]=[C:15]([C:17]2[CH:18]=[C:19]([CH:22]=[CH:23][CH:24]=2)[CH:20]=O)[O:14][N:13]=1)[CH2:2][CH2:3][CH2:4][CH2:5][CH2:6][CH2:7][CH2:8][CH2:9][CH2:10][CH3:11].[CH3:25][O:26][C:27]1[CH:34]=[CH:33][CH:32]=[CH:31][C:28]=1[CH2:29][NH2:30]>>[CH3:25][O:26][C:27]1[CH:34]=[CH:33][CH:32]=[CH:31][C:28]=1[CH2:29][NH:30][CH2:20][C:19]1[CH:22]=[CH:23][CH:24]=[C:17]([C:15]2[O:14][N:13]=[C:12]([CH2:1][CH2:2][CH2:3][CH2:4][CH2:5][CH2:6][CH2:7][CH2:8][CH2:9][CH2:10][CH3:11])[N:16]=2)[CH:18]=1. Procedure: The same procedure as employed in the preparation of Example 357 (step a) but using 3-(3-undecyl-1,2,4-oxadiazol-5-yl)benzaldehyde and 2-methoxybenzylamine gave the title compound as an oil. M+(LC/MS(ESI)): 450.5. HPLC (Condition A), Rt: 4.72 min (HPLC purity: 92.6%). The reactants are COC1=C(C=CC2=C(C(=CC=C12)OC)CN(C1CCCCC1)C(=O)OCC1=CC=CC=C1)CN(C1CCCCC1)C(=O)OCC1=CC=CC=C1 (1,6-dimethoxy-2,5-bis-[N-(cyclohexyl)benzyloxycarbonylaminomethyl)-naphthalene). The reagents and catalysts are [Pd] (palladium -on- charcoal). Solvent: CO (methanol). The product is COC1=C(C=CC2=C(C(=CC=C12)OC)CNC1CCCCC1)CNC1CCCCC1 (1,6-Dimethoxy-2,5-bis-(cyclohexylaminomethyl)-naphthalene). RXN SMILES: [CH3:1][O:2][C:3]1[C:12]2[C:7](=[C:8]([CH2:15][N:16](C(OCC3C=CC=CC=3)=O)[CH:17]3[CH2:22][CH2:21][CH2:20][CH2:19][CH2:18]3)[C:9]([O:13][CH3:14])=[CH:10][CH:11]=2)[CH:6]=[CH:5][C:4]=1[CH2:33][N:34](C(OCC1C=CC=CC=1)=O)[CH:35]1[CH2:40][CH2:39][CH2:38][CH2:37][CH2:36]1>CO.[Pd]>[CH3:1][O:2][C:3]1[C:12]2[C:7](=[C:8]([CH2:15][NH:16][CH:17]3[CH2:22][CH2:21][CH2:20][CH2:19][CH2:18]3)[C:9]([O:13][CH3:14])=[CH:10][CH:11]=2)[CH:6]=[CH:5][C:4]=1[CH2:33][NH:34][CH:35]1[CH2:40][CH2:39][CH2:38][CH2:37][CH2:36]1. Reported procedure: A solution of 1,6-dimethoxy-2,5-bis-[N-(cyclohexyl)benzyloxycarbonylaminomethyl)-naphthalene (250 mg) in methanol (10 ml) was hydrogenated at atmospheric pressure in the presence of 5% palladium -on- charcoal (50 mg) for 2 hours at room temperature. The catalyst was removed by filtration through Celite, and the filtrate was evaporated to afford the product as a yellow syrup; yield 60 mg (37%). Product: CC(C(=O)C1=CNC2=NC=C(N=C21)C2=CC(=CC=C2)N2CCS(CC2)=O)(C)C (2,2-Dimethyl-1-{2-[3-(1-oxo-1lambda*4*-thiomorpholin-4-yl)-phenyl]-5H-pyrrolo[2,3-b]pyrazin-7-yl}-propan-1-one). The solvent is ClCCl (dichloromethane). Procedure details: To a flask was added 2,2-Dimethyl-1-[2-(3-thiomorpholin-4-yl-phenyl)-5-(2-trimethylsilanyl-ethoxymethyl)5H-pyrrolo[2,3-b]pyrazin-7-yl]-propan-1-one (prepared using general procedures described in these Examples) 0.030 gm (0.059 mM), 3-chloroperbenzoic acid (77%) 0.015 gm (0.067 mM), dichloromethane, stirred over night, rinsed with saturated aqueous sodium bicarbonate and purified on preparative TLC plate (3:1 ethyl acetate/hexane) tog give 0.019 gm (0.036 mM, 61% yield) of the sulfoxide. The SEM... The yield is 61.0%. The reactants are CC(C(=O)C1=CN(C2=NC=C(N=C21)C2=CC(=CC=C2)N2CCSCC2)COCC[Si](C)(C)C)(C)C (2,2-Dimethyl-1-[2-(3-thiomorpholin-4-yl-phenyl)-5-(2-trimethylsilanyl-ethoxymethyl)5H-pyrrolo[2,3-b]pyrazin-7-yl]-propan-1-one), ClC1=CC(=CC=C1)C(=O)OO (3-chloroperbenzoic acid). RXN SMILES: [CH3:1][C:2]([CH3:35])([CH3:34])[C:3]([C:5]1[C:13]2[C:8](=[N:9][CH:10]=[C:11]([C:14]3[CH:19]=[CH:18][CH:17]=[C:16]([N:20]4[CH2:25][CH2:24][S:23][CH2:22][CH2:21]4)[CH:15]=3)[N:12]=2)[N:7](COCC[Si](C)(C)C)[CH:6]=1)=[O:4].ClC1C=CC=C(C(OO)=[O:44])C=1>ClCCl>[CH3:1][C:2]([CH3:35])([CH3:34])[C:3]([C:5]1[C:13]2[C:8](=[N:9][CH:10]=[C:11]([C:14]3[CH:19]=[CH:18][CH:17]=[C:16]([N:20]4[CH2:25][CH2:24][S:23](=[O:44])[CH2:22][CH2:21]4)[CH:15]=3)[N:12]=2)[NH:7][CH:6]=1)=[O:4]. Reactants: CCOC(=O)CBr, O=C1CC2(C(=O)Nc3ccc(Cl)cc32)C(=O)N1Cc1ccccc1, [H-], [Na+], C1CCOC1, O. Yields the product CCOC(=O)CN1C(=O)C2(CC(=O)N(Cc3ccccc3)C2=O)c2cc(Cl)ccc21. RXN SMILES: [Br:27][CH2:28][C:29](=[O:30])[O:31][CH2:32][CH3:33].[CH2:3]([c:4]1[cH:5][cH:6][cH:7][cH:8][cH:9]1)[N:10]1[C:11](=[O:26])[C:12]2([C:13](=[O:22])[NH:14][c:15]3[cH:16][cH:17][c:18]([Cl:21])[cH:19][c:20]32)[CH2:23][C:24]1=[O:25].[H-:1].[Na+:2].[O:35]1[CH2:36][CH2:37][CH2:38][CH2:39]1.[OH2:34]>>[CH2:3]([c:4]1[cH:5][cH:6][cH:7][cH:8][cH:9]1)[N:10]1[C:11](=[O:26])[C:12]2([C:13](=[O:22])[N:14]([CH2:28][C:29](=[O:30])[O:31][CH2:32][CH3:33])[c:15]3[cH:16][cH:17][c:18]([Cl:21])[cH:19][c:20]32)[CH2:23][C:24]1=[O:25]. Procedure: A mixture of 1-(phenylmethyl)-2-benzimidazolepropanol (3.0 g), 1,5-dibromopentane (7.77 g), TAB (0.5 g) and 40% sodium hydroxide (5 ml) in dichloromethane (10 ml) was stirred at room temperature for 6 h under nitrogen. The mixture was diluted with water (100 ml) and extracted with dichloromethane (2×30 ml). The dried extracts were evaporated in vacuo to give an oil. Purification by FCC eluting with hexane-ether (10:0→0:10) gave the title compound as a colourless oil (0.98 g). Conditions: time 6 hour. Isolated yield 20.9%. Reactants: C1(=CC=CC=C1)CN1C(=NC2=C1C=CC=C2)CCCO (1-(phenylmethyl)-2-benzimidazolepropanol), BrCCCCCBr (1,5-dibromopentane), [OH-].[Na+] (sodium hydroxide). Solvent: ClCCl (dichloromethane), O (water). Yields the product BrCCCCCOCCCC1=NC2=C(N1CC1=CC=CC=C1)C=CC=C2 (2-[3-[(5-Bromopentyl)oxy]propyl]-1-(phenylmethyl)benzimidazole). Reaction SMILES: [C:1]1([CH2:7][N:8]2[C:12]3[CH:13]=[CH:14][CH:15]=[CH:16][C:11]=3[N:10]=[C:9]2[CH2:17][CH2:18][CH2:19][OH:20])[CH:6]=[CH:5][CH:4]=[CH:3][CH:2]=1.[Br:21][CH2:22][CH2:23][CH2:24][CH2:25][CH2:26]Br.[OH-].[Na+]>ClCCl.O>[Br:21][CH2:22][CH2:23][CH2:24][CH2:25][CH2:26][O:20][CH2:19][CH2:18][CH2:17][C:9]1[N:8]([CH2:7][C:1]2[CH:2]=[CH:3][CH:4]=[CH:5][CH:6]=2)[C:12]2[CH:13]=[CH:14][CH:15]=[CH:16][C:11]=2[N:10]=1 |f:2.3|.